From a dataset of the Open Reaction Database (ORD), a public repository of structured organic reaction records. describe an organic reaction: reactants, conditions, products, and yield Reactants: NC1=C(C=CC=C1)NC(C1=CN=C(C=C1)Cl)=O (N-(2-Aminophenyl)-6-chloronicotinamide), C(CCN)N (1,3-propanediamine). The product is NC1=C(C=CC=C1)NC(C1=CN=C(C=C1)NCCCN)=O (N-(2-aminophenyl)-6-(3-aminopropylamino)nicotinamide). Yield: 59.0%. RXN SMILES: [NH2:1][C:2]1[CH:7]=[CH:6][CH:5]=[CH:4][C:3]=1[NH:8][C:9](=[O:17])[C:10]1[CH:15]=[CH:14][C:13](Cl)=[N:12][CH:11]=1.[CH2:18]([NH2:22])[CH2:19][CH2:20][NH2:21]>>[NH2:1][C:2]1[CH:7]=[CH:6][CH:5]=[CH:4][C:3]=1[NH:8][C:9](=[O:17])[C:10]1[CH:15]=[CH:14][C:13]([NH:21][CH2:20][CH2:19][CH2:18][NH2:22])=[N:12][CH:11]=1. Reported procedure: N-(2-Aminophenyl)-6-chloronicotinamide (248 mg, 1 mmol) and 6 ml of 1,3-propanediamine were heated to 80° C. for 3 hours. The excess 1,3-propanediamine was removed under vacuum. To the residue was added 5 ml of 0.20 M NaOH. The mixture was extracted with 100 ml of ethyl acetate. The ethyl acetate was removed under vacuum to give the title compound (168 mg, 59% yield) as a brown solid. LC-MS (m/z) 286 (M+1). Run at temperature 150 celsius. Procedure details: A mixture of 2,4-diamino-pyridine (1.26 g, 11.5 mmol), copper (I) bromide (82.8 mg, 0.57 mmol), 1,10-phenanthroline monohydrate (114.0 mg, 0.57 mmol) and benzonitrile (13 mL) was heated in a 50 mL 3-necked flask to 150° C. During 41 h a gentle flow of O2/N2 (5:95) was bubbled through the reaction mixture (conversion 42%, HPLC method see below). The reaction mixture was then filtered. The resulting clear brown solution was evaporated to dryness and the crude was product purified by silica gel chr... Reagents/catalysts: [Cu]Br (copper (I) bromide). As a reaction SMILES: [NH2:1][C:2]1[CH:7]=[C:6]([NH2:8])[CH:5]=[CH:4][N:3]=1.O.N1C2C(=CC=C3C=2N=CC=C3)C=CC=1.[C:24](#[N:31])[C:25]1[CH:30]=[CH:29][CH:28]=[CH:27][CH:26]=1>[Cu]Br>[NH2:8][C:6]1[CH:5]=[CH:4][N:3]2[N:31]=[C:24]([C:25]3[CH:30]=[CH:29][CH:28]=[CH:27][CH:26]=3)[N:1]=[C:2]2[CH:7]=1 |f:1.2|. The yield is 29.0%. Yields the product NC1=CC=2N(C=C1)N=C(N2)C2=CC=CC=C2 (7-amino-2-phenyl-[1,2,4]triazolo[1,5-a]pyridine). Starting materials: NC1=NC=CC(=C1)N (2,4-diamino-pyridine), O.N1=CC=CC2=CC=C3C=CC=NC3=C12 (1,10-phenanthroline monohydrate), C(C1=CC=CC=C1)#N (benzonitrile). Reactants: N([C@@H](CC(OC)=O)C(=O)O)N=[N+]=[N-] (N3(L)Asp(OMe)OH), C(C1=CC=CC=C1)N (benzylamine). Product: N([C@@H](CC(OC)=O)C(=O)NCC1=CC=CC=C1)N=[N+]=[N-] (N3(L)Asp(OMe)NHBn). Yield: 90.0%. As a reaction SMILES: [NH:1]([N:11]=[N+:12]=[N-:13])[C@H:2]([C:8](O)=[O:9])[CH2:3][C:4](=[O:7])[O:5][CH3:6].[CH2:14]([NH2:21])[C:15]1[CH:20]=[CH:19][CH:18]=[CH:17][CH:16]=1>>[NH:1]([N:11]=[N+:12]=[N-:13])[C@H:2]([C:8]([NH:21][CH2:14][C:15]1[CH:20]=[CH:19][CH:18]=[CH:17][CH:16]=1)=[O:9])[CH2:3][C:4](=[O:7])[O:5][CH3:6]. Procedure details: Benzyl-protected L-aspartate was used in the procedure of Lundquist and Pelletier17 to give N3(L)Asp(OMe)OH (46-L). Under these conditions, we observed transesterification to give the methyl ester product as opposed to the benzyl ester. N3(L)Asp(OMe)OH (46-L) was produced as a yellowish oil in 78% yield. N3(L)Asp(OMe)OH (46-L) was then coupled with benzylamine as above to give N3(L)Asp(OMe)NHBn (49-L) as a yellowish oil in 90% yield (70% overall, two steps). The procedure above was repeated with... Starting materials: C(C)[C@]12[C@@H](CCCC=3C1=CC=1C=NN(C1C3)C3=CC=C(C=C3)F)C[C@](CC2)(O)C(F)(F)F ((3S,4aS,12bS)-12b-ethyl-9-(4-fluorophenyl)-3-(trifluoromethyl)-1,2,3,4,4a,5,6,7,9,12b-decahydrobenzo[6,7]cyclohepta[1,2-f]indazol-3-ol), BrCC(=O)OCC (ethyl 2-bromoacetate), [H-].[Na+] (Sodium hydride), CO (MeOH), N (ammonia), BrCC(=O)OCC (ethyl 2-bromoacetate), [H-].[Na+] (sodium hydride), BrCC(=O)OCC (Ethyl 2-bromoacetate), [H-].[Na+] (Sodium hydride). Solvent: CN(C)C=O (DMF). Reaction conditions: temperature 0 celsius. The product is C(C)[C@]12[C@@H](CCCC=3C1=CC=1C=NN(C1C3)C3=CC=C(C=C3)F)C[C@@](CC2)(C(F)(F)F)OCC(=O)N (2-(((3S,4aS,12bS)-12b-ethyl-9-(4-fluorophenyl)-3-(trifluoromethyl)-1,2,3,4,4a,5,6,7,9,12b-decahydrobenzo[6,7]cyclohepta[1,2-f]indazol-3-yl)oxy)acetamide). The yield is 18.0%. As a reaction SMILES: [CH2:1]([C@:3]12[CH2:27][CH2:26][C@:25]([C:29]([F:32])([F:31])[F:30])([OH:28])[CH2:24][C@@H:4]1[CH2:5][CH2:6][CH2:7][C:8]1[C:9]2=[CH:10][C:11]2[CH:12]=[N:13][N:14]([C:17]3[CH:22]=[CH:21][C:20]([F:23])=[CH:19][CH:18]=3)[C:15]=2[CH:16]=1)[CH3:2].[H-].[Na+].Br[CH2:36][C:37]([O:39]CC)=O.CO.[NH3:44]>CN(C=O)C>[CH2:1]([C@:3]12[CH2:27][CH2:26][C@@:25]([O:28][CH2:36][C:37]([NH2:44])=[O:39])([C:29]([F:32])([F:31])[F:30])[CH2:24][C@@H:4]1[CH2:5][CH2:6][CH2:7][C:8]1[C:9]2=[CH:10][C:11]2[CH:12]=[N:13][N:14]([C:17]3[CH:18]=[CH:19][C:20]([F:23])=[CH:21][CH:22]=3)[C:15]=2[CH:16]=1)[CH3:2] |f:1.2|. Reported procedure: A flask with stir bar and nitrogen line was charged with (3S,4aS,12bS)-12b-ethyl-9-(4-fluorophenyl)-3-(trifluoromethyl)-1,2,3,4,4a,5,6,7,9,12b-decahydrobenzo[6,7]cyclohepta[1,2-f]indazol-3-ol (11, R1=4-Fluorophenyl, R2=Ethyl, R3=Trifluoromethyl) (0.230 g, 0.515 mmol)], DMF (3 mL) and sodium hydride (60 wt % in oil, 12.0 mg, 0.30 mmol). The mixture was stirred at rt for about 20 min then cooled to about 0° C. Ethyl 2-bromoacetate (0.086 g, 0.515 mmol) was added then the mixture was allowed to war... Starting materials: [Al+3], CC(=O)N1CCC2(CC1)OC(c1ccccc1)c1ccccc12, [H-], [H-], [H-], [H-], [Li+], C1CCOC1. Yields the product CCN1CCC2(CC1)OC(c1ccccc1)c1ccccc12. Reaction SMILES: [Al+3:2].[C:7]([CH3:8])(=[O:9])[N:10]1[CH2:11][CH2:12][C:13]2([O:14][CH:15]([c:22]3[cH:23][cH:24][cH:25][cH:26][cH:27]3)[c:16]3[cH:17][cH:18][cH:19][cH:20][c:21]32)[CH2:28][CH2:29]1.[H-:1].[H-:4].[H-:5].[H-:6].[Li+:3].[O:30]1[CH2:31][CH2:32][CH2:33][CH2:34]1>>[CH2:7]([CH3:8])[N:10]1[CH2:11][CH2:12][C:13]2([O:14][CH:15]([c:22]3[cH:23][cH:24][cH:25][cH:26][cH:27]3)[c:16]3[cH:17][cH:18][cH:19][cH:20][c:21]32)[CH2:28][CH2:29]1.